Dataset: the Open Reaction Database (ORD), a public repository of structured organic reaction records. Task: describe an organic reaction: reactants, conditions, products, and yield Reactants: CC(=O)O, COC(COc1ccc(C(C)(C)C)cc1)OC, Cl, O. The product is CC(C)(C)c1ccc(OCC=O)cc1. Reaction SMILES: [CH3:18][C:19](=[O:20])[OH:21].[CH3:1][C:2]([CH3:3])([CH3:4])[c:5]1[cH:6][cH:7][c:8]([O:9][CH2:10][CH:11]([O:12][CH3:15])[O:13][CH3:14])[cH:16][cH:17]1.[ClH:22].[OH2:23]>>[CH3:1][C:2]([CH3:3])([CH3:4])[c:5]1[cH:6][cH:7][c:8]([O:9][CH2:10][CH:11]=[O:12])[cH:16][cH:17]1. Starting materials: Cl.N[C@@H](C)[C@H]1N(CCC1)C(=O)OCC1=CC=CC=C1 ((S)-benzyl 2-((S)-1-aminoethyl)pyrrolidine-1-carboxylate hydrochloride), C(C)(C)(C)OC(=O)C1=C(C=CC=C1)C1=CC=C(C=C1)CN1C(=C(C2=CC(=CC=C12)C(=O)O)C)C (1-((2′-(tert-butoxycarbonyl)-[1,1′-biphenyl]-4-yl)methyl)-2,3-dimethyl-1H-indole-5-carboxylic acid). The product is C(C1=CC=CC=C1)OC(=O)N1[C@@H](CCC1)[C@H](C)NC(=O)C=1C=C2C(=C(N(C2=CC1)CC1=CC=C(C=C1)C=1C(=CC=CC1)C(=O)O)C)C (4′-((5-(((S)-1-((S)-1-((benzyloxy)carbonyl)pyrrolidin-2-yl)ethyl)carbamoyl)-2,3-dimethyl-1H-indol-1-yl)methyl)-[1,1′-biphenyl]-2-carboxylic acid). Reaction SMILES: Cl.[NH2:2][C@H:3]([C@@H:5]1[CH2:9][CH2:8][CH2:7][N:6]1[C:10]([O:12][CH2:13][C:14]1[CH:19]=[CH:18][CH:17]=[CH:16][CH:15]=1)=[O:11])[CH3:4].C([O:24][C:25]([C:27]1[CH:32]=[CH:31][CH:30]=[CH:29][C:28]=1[C:33]1[CH:38]=[CH:37][C:36]([CH2:39][N:40]2[C:48]3[C:43](=[CH:44][C:45]([C:49](O)=[O:50])=[CH:46][CH:47]=3)[C:42]([CH3:52])=[C:41]2[CH3:53])=[CH:35][CH:34]=1)=[O:26])(C)(C)C>>[CH2:13]([O:12][C:10]([N:6]1[CH2:7][CH2:8][CH2:9][C@H:5]1[C@@H:3]([NH:2][C:49]([C:45]1[CH:44]=[C:43]2[C:48](=[CH:47][CH:46]=1)[N:40]([CH2:39][C:36]1[CH:35]=[CH:34][C:33]([C:28]3[C:27]([C:25]([OH:26])=[O:24])=[CH:32][CH:31]=[CH:30][CH:29]=3)=[CH:38][CH:37]=1)[C:41]([CH3:53])=[C:42]2[CH3:52])=[O:50])[CH3:4])=[O:11])[C:14]1[CH:15]=[CH:16][CH:17]=[CH:18][CH:19]=1 |f:0.1|. Procedure details: The title compound was prepared following the same general protocol as described in Step 8-9, Example 1, using the (S)-benzyl 2-((S)-1-aminoethyl)pyrrolidine-1-carboxylate hydrochloride and the 1-((2′-(tert-butoxycarbonyl)-[1,1′-biphenyl]-4-yl)methyl)-2,3-dimethyl-1H-indole-5-carboxylic acid. ESI-MS (m/z): 630 [M+H]+. Starting materials: Cl (hydrochloric acid), CNC1=CC=C(C=C1)CCCCCCCCCCCCCCC (N-methyl-4-pentadecylaniline), C([O-])([O-])=O.[K+].[K+] (Potassium carbonate), BrCC(=O)Cl (bromoacetyl chloride). The solvent is ClCCl (dichloromethane), ClCCl (dichloromethane). Conditions: time 1.5 hour. Product: BrCC(=O)N(C1=CC=C(C=C1)CCCCCCCCCCCCCCC)C (2-bromo-N-methyl-N-(4-pentadecylphenyl)acetamide). Isolated yield 82.1%. As a reaction SMILES: [CH3:1][NH:2][C:3]1[CH:8]=[CH:7][C:6]([CH2:9][CH2:10][CH2:11][CH2:12][CH2:13][CH2:14][CH2:15][CH2:16][CH2:17][CH2:18][CH2:19][CH2:20][CH2:21][CH2:22][CH3:23])=[CH:5][CH:4]=1.C(=O)([O-])[O-].[K+].[K+].[Br:30][CH2:31][C:32](Cl)=[O:33].Cl>ClCCl>[Br:30][CH2:31][C:32]([N:2]([CH3:1])[C:3]1[CH:8]=[CH:7][C:6]([CH2:9][CH2:10][CH2:11][CH2:12][CH2:13][CH2:14][CH2:15][CH2:16][CH2:17][CH2:18][CH2:19][CH2:20][CH2:21][CH2:22][CH3:23])=[CH:5][CH:4]=1)=[O:33] |f:1.2.3|. Procedure: Compound 8 (1.5 g) was dissolved in dichloromethane (10 mL). Potassium carbonate (980 mg) and the solution of bromoacetyl chloride (890 mg) in dichloromethane (5 mL) was added thereto at 0° C., followed by stirring for 1.5 hours. The reaction solution cooled with ice was poured into 1N hydrochloric acid, followed by extraction with dichloromethane. The organic layer was washed with an aqueous saturated sodium chloride solution, dried with anhydrous magnesium sulfate and concentrated under reduce... As a reaction SMILES: [NH2:1][C:2]1[N:7]=[C:6]([NH2:8])[C:5]([CH2:9][C:10]2[CH:15]=[C:14]([O:16][CH3:17])[C:13]([O:18][CH3:19])=[C:12]([OH:20])[CH:11]=2)=[CH:4][N:3]=1.CC(C)([O-])C.[K+].[CH2:27]([O:29][CH:30]([O:34][CH2:35][CH3:36])[CH2:31][CH2:32]Cl)[CH3:28]>CS(C)=O>[NH2:1][C:2]1[N:7]=[C:6]([NH2:8])[C:5]([CH2:9][C:10]2[CH:15]=[C:14]([O:16][CH3:17])[C:13]([O:18][CH3:19])=[C:12]([O:20][CH2:32][CH2:31][CH:30]([O:34][CH2:35][CH3:36])[O:29][CH2:27][CH3:28])[CH:11]=2)=[CH:4][N:3]=1 |f:1.2|. Procedure details: To a solution of 27.6 g, (0.1 mole) of 2,4-diamino-5-(3-hydroxy-4,5-dimethoxybenzyl)pyrimidine (D. E. Schwartz, W. Vetter, and G. Englert, Arzneim.-Forsch. (Drug Res.) 1970, 20, 1867; G. Rey-Bellet and R. Reiner, Helv. Chim. Acta 1970, 53, 945) in 400 mL of dry dimethyl sulfoxide was added 11.22 g (0.10 mole) of potassium t-butoxide. To the resulting suspension was added dropwise 17.92 g (0.107 mole) of β-chloropropionaldehyde diethylacetal. The mixture was heated at 65° overnight. The solvent w... Yields the product NC1=NC=C(C(=N1)N)CC1=CC(=C(C(=C1)OC)OC)OCCC(OCC)OCC (2,4-Diamino-5-(3-(3,3-diethoxypropoxy)-4,5-dimethoxybenzyl)pyrimidine). The yield is 82.1%. The solvent is CS(=O)C (dimethyl sulfoxide). Starting materials: NC1=NC=C(C(=N1)N)CC1=CC(=C(C(=C1)OC)OC)O (2,4-diamino-5-(3-hydroxy-4,5-dimethoxybenzyl)pyrimidine), CC(C)([O-])C.[K+] (potassium t-butoxide), C(C)OC(CCCl)OCC (β-chloropropionaldehyde diethylacetal). Reactants: TEA, C(#N)C1=CC=C(CNCC(=O)OC(C)(C)C)C=C1 (tert-butyl 2-((4-cyanobenzyl)amino)acetate), [N+](=O)([O-])C1=CC=C(C(=O)Cl)C=C1 (4-nitrobenzoyl chloride). The solvent is C(Cl)Cl (DCM), C(Cl)Cl (DCM). The product is C(#N)C1=CC=C(CN(C(C2=CC=C(C=C2)[N+](=O)[O-])=O)CC(=O)OC(C)(C)C)C=C1 (tert-butyl 2-(N-(4-cyanobenzyl)-4-nitrobenzamido)acetate). The yield is 61.0%. Reaction SMILES: [C:1]([C:3]1[CH:18]=[CH:17][C:6]([CH2:7][NH:8][CH2:9][C:10]([O:12][C:13]([CH3:16])([CH3:15])[CH3:14])=[O:11])=[CH:5][CH:4]=1)#[N:2].[N+:19]([C:22]1[CH:30]=[CH:29][C:25]([C:26](Cl)=[O:27])=[CH:24][CH:23]=1)([O-:21])=[O:20]>C(Cl)Cl>[C:1]([C:3]1[CH:4]=[CH:5][C:6]([CH2:7][N:8]([CH2:9][C:10]([O:12][C:13]([CH3:15])([CH3:14])[CH3:16])=[O:11])[C:26](=[O:27])[C:25]2[CH:24]=[CH:23][C:22]([N+:19]([O-:21])=[O:20])=[CH:30][CH:29]=2)=[CH:17][CH:18]=1)#[N:2]. Reported procedure: Prepared using General Procedure 7: To a stirred solution of tert-butyl 2-((4-cyanobenzyl)amino)acetate (14.7 g, 47.7 mmol) INT-31 in DCM (150 mL) stirring in a 0° C. in an ice bath was added TEA (9.98 mL, 71.6 mmol) followed by 4-nitrobenzoyl chloride. The reaction mixture was allowed to warm to room temperature over 1.5 h. The reaction mixture was diluted with DCM (300 mL) and washed with NaHCO3 (2×200 mL). The organics were dried over dried over MgSO4 and concentrated in vacuo. The crude prod... As a reaction SMILES: [OH:1][CH2:2][CH:3]([NH:11]C(=O)C)[CH2:4][C:5]1[CH:10]=[N:9][CH:8]=[CH:7][N:6]=1.[ClH:15]>>[ClH:15].[ClH:15].[NH2:11][CH:3]([CH2:4][C:5]1[CH:10]=[N:9][CH:8]=[CH:7][N:6]=1)[CH2:2][OH:1] |f:2.3.4|. Starting materials: OCC(CC1=NC=CN=C1)NC(C)=O (N-[(1RS)-1-hydroxymethyl-2-(2-pyrazinyl)ethyl]acetamide), Cl (hydrochloric acid). The product is Cl.Cl.NC(CO)CC1=NC=CN=C1 ((2RS)-2-amino-3-(2-pyrazinyl)-1-propanol dihydrochloride). Procedure: A solution of 11 g of N-[(1RS)-1-hydroxymethyl-2-(2-pyrazinyl)ethyl]acetamide in 30 cm3 of 5N hydrochloric acid is heated at a temperature in the region of 115° C. for 18 hours. The reaction mixture is concentrated under reduced pressure (1 kPa) at a temperature in the region of 40° C. 7.9 g of (2RS)-2-amino-3-(2-pyrazinyl)-1-propanol dihydrochloride are obtained in the form of a black paste [mass spectrum: DCI m/z=154 MH+] Reactants: C(CCC)N1SC2=NC3=C(N2C1=O)C=CC=C3 (2-Butyl-1,2,4-thiadiazolo[4,5-a]benzimidazole-3(2H)-one), C(C)#N (acetonitrile). Yields the product CC1=NSC2=NC3=C(N21)C=CC=C3 (3-methyl-1,2,4-thiadiazolo[4,5-a]benzimidazole). The yield is 88.0%. As a reaction SMILES: C([N:5]1[C:12](=O)[N:11]2[C:7](=[N:8][C:9]3[CH:17]=[CH:16][CH:15]=[CH:14][C:10]=32)[S:6]1)CCC.[C:18](#N)C>>[CH3:18][C:12]1[N:11]2[C:7](=[N:8][C:9]3[CH:17]=[CH:16][CH:15]=[CH:14][C:10]=32)[S:6][N:5]=1. Procedure details: 2-Butyl-1,2,4-thiadiazolo[4,5-a]benzimidazole-3(2H)-one (1.00 g, 4.04 mmol) was refluxed in 100 mL acetonitrile for 18 h. The solvent was then evaporated and the residue was recrystallized from methanol to give 0.671 g (88%) of the title compound: mp 192°-193° C.; 1H NMR (CDCl3) δ7.81 (dm, 2H), 7.47 (td, 1H), 7.34 (td, 1H), 2.92 (s, 3H) ppm; IR (KBr) ν1564, 1481, 1453, 1430, 1304, 1208, 756, 745 cm-1 ; MS m/z 189 (M+), 148 (M+ -CH3CN).